Dataset: the Open Reaction Database (ORD), a public repository of structured organic reaction records. Task: describe an organic reaction: reactants, conditions, products, and yield Starting materials: FC1=C(C=C2C=CNC2=C1)C(F)(F)F (6-fluoro-5-trifluoromethyl-1H-indole), C(=O)=O (dry ice), CC(C)([O-])C.[K+] (potassium tert-butoxide), solution, [Li]CCCC (n-BuLi), CCCCCC (hexane). Run in C1CCOC1 (THF), O (Water), C1CCOC1 (THF), C1CCOC1 (THF). Conditions: temperature -78 celsius, time 2 hour. The product is FC1=C(C=C2C=CNC2=C1C(=O)O)C(F)(F)F (6-fluoro-5-trifluoromethyl-1H-indole-7-carboxylic acid). Yield: 42.0%. RXN SMILES: [Li]CCCC.CCCCCC.[F:12][C:13]1[CH:21]=[C:20]2[C:16]([CH:17]=[CH:18][NH:19]2)=[CH:15][C:14]=1[C:22]([F:25])([F:24])[F:23].CC(C)([O-])C.[K+].[C:32](=[O:34])=[O:33]>C1COCC1.O>[F:12][C:13]1[C:21]([C:32]([OH:34])=[O:33])=[C:20]2[C:16]([CH:17]=[CH:18][NH:19]2)=[CH:15][C:14]=1[C:22]([F:25])([F:23])[F:24] |f:3.4|. Procedure details: A 1.6 molar solution of n-BuLi in hexane (1.38 ml, 2.2 mmol) was diluted with 3 ml THF and cooled to −78° C. Then, a solution of 203 mg of 6-fluoro-5-trifluoromethyl-1H-indole (1 mmol) in 1 ml THF was added dropwise, keeping the internal temperature below −70° C. After 5 min a solution of 269 mg potassium tert-butoxide (2.4 mmol) in 1 ml THF was added, again keeping the internal temperature below −70° C. The reaction mixture was then stirred for 2 h. Then dry ice was added and the mixture was al... The reactants are O=C([O-])O, COS(=O)(=O)OC, CC(C)=O, CC(C)Oc1cc(-n2c(=O)[nH]c(C(F)(F)C(F)(F)F)c(F)c2=O)c(F)cc1Cl, [Na+]. Yields the product COc1nc(C(F)(F)C(F)(F)F)c(F)c(=O)n1-c1cc(OC(C)C)c(Cl)cc1F. As a reaction SMILES: [C:29](=[O:30])([OH:31])[O-:32].[CH3:34][O:35][S:36]([O:37][CH3:38])(=[O:39])=[O:40].[CH3:41][C:42](=[O:43])[CH3:44].[Cl:1][c:2]1[cH:3][c:4]([F:28])[c:5](-[n:12]2[c:13](=[O:27])[nH:14][c:15]([C:20]([C:21]([F:22])([F:23])[F:24])([F:25])[F:26])[c:16]([F:19])[c:17]2=[O:18])[cH:6][c:7]1[O:8][CH:9]([CH3:10])[CH3:11].[Na+:33]>>[Cl:1][c:2]1[cH:3][c:4]([F:28])[c:5](-[n:12]2[c:13]([O:27][CH3:29])[n:14][c:15]([C:20]([C:21]([F:22])([F:23])[F:24])([F:25])[F:26])[c:16]([F:19])[c:17]2=[O:18])[cH:6][c:7]1[O:8][CH:9]([CH3:10])[CH3:11]. Procedure: 2-(2,5-Difluorophenyl)chroman-4,6-diol was prepared as described for 2-phenylchroman-4,6-diol in Example 8(a) starting from 1.0 g of 2-(2,5-difluorophenyl)-6-hydroxychroman-4-one. 1H NMR (400 MHz, d6-DMSO) δ: 8.87 (s, 1H), 7.39-7.22 (m, 3H), 6.89 (d, 1H, J 2.8 Hz), 6.63 (d, 1H, J 8.7 Hz), 6.56 (dd, 1H, J 8.7, 2.8 Hz), 5.50 (d, 1H, J 6.8 Hz), 5.35 (d, 1H, J 11.2 Hz), 4.89 (m, 1H), 2.28 (m, 1H), 1.95 (m, 1H). Starting materials: C1(=CC=CC=C1)C1OC2=CC=C(C=C2C(C1)O)O (2-phenylchroman-4,6-diol), FC1=C(C=C(C=C1)F)C1OC2=CC=C(C=C2C(C1)=O)O (2-(2,5-difluorophenyl)-6-hydroxychroman-4-one). Reaction SMILES: C1(C2CC(O)C3C(=CC=C(O)C=3)O2)C=CC=CC=1.[F:19][C:20]1[CH:25]=[CH:24][C:23]([F:26])=[CH:22][C:21]=1[CH:27]1[CH2:36][C:35](=[O:37])[C:34]2[C:29](=[CH:30][CH:31]=[C:32]([OH:38])[CH:33]=2)[O:28]1>>[F:19][C:20]1[CH:25]=[CH:24][C:23]([F:26])=[CH:22][C:21]=1[CH:27]1[CH2:36][CH:35]([OH:37])[C:34]2[C:29](=[CH:30][CH:31]=[C:32]([OH:38])[CH:33]=2)[O:28]1. Yields the product FC1=C(C=C(C=C1)F)C1OC2=CC=C(C=C2C(C1)O)O (2-(2,5-Difluorophenyl)chroman-4,6-diol). Reactants: [OH-].[K+] (potassium hydroxide), BrC=1C=C(C(=O)O)C=CC1O (3-bromo-4-hydroxybenzoic acid), C(CCCCCC)Br (heptyl bromide), [OH-].[K+] (potassium hydroxide), Cl (hydrochloric acid). Run in C(C)O (ethanol). Yields the product BrC=1C=C(C(=O)O)C=CC1OCCCCCCC (3-bromo-4-n-heptyloxybenzoic acid). Isolated yield 85.0%. As a reaction SMILES: [Br:1][C:2]1[CH:3]=[C:4]([CH:8]=[CH:9][C:10]=1[OH:11])[C:5]([OH:7])=[O:6].[CH2:12](Br)[CH2:13][CH2:14][CH2:15][CH2:16][CH2:17][CH3:18].[OH-].[K+].Cl>C(O)C>[Br:1][C:2]1[CH:3]=[C:4]([CH:8]=[CH:9][C:10]=1[O:11][CH2:12][CH2:13][CH2:14][CH2:15][CH2:16][CH2:17][CH3:18])[C:5]([OH:7])=[O:6] |f:2.3|. Procedure: 25.8 g (0.119 mol) of the 3-bromo-4-hydroxybenzoic acid prepared in Step I was dissolved in 615 ml ethanol and 42.6 g (0.238 mol) of heptyl bromide was added to the solution. Aqueous potassium hydroxide (13.5 g of potassium hydroxide in 62 ml of water) was added with heating and the above solution was refluxed for ten hours. 125 ml of 10% aqueous potassium hydroxide was added and the solution was refluxed for two more hours. The reaction solution was allowed to stand to cool to room temperature,...